This data is from the Open Reaction Database (ORD), a public repository of structured organic reaction records. The task is: describe an organic reaction: reactants, conditions, products, and yield The reactants are C(CC)N1C(=NC2=C1C=CN=C2)CN2C(=NC=C2)C2=CC=CC(=N2)F (1-Propyl-2-{[2-(2-fluoropyrid-6-yl)-1H-imidazol-1-yl]methyl}-5-aza-1H-benzimidazole), C(C(=O)C)(=O)O (pyruvic acid), (NH4)2S2O8, S(O)(O)(=O)=O (sulfuric acid), C([O-])(O)=O.[Na+] (sodium bicarbonate). Reagents/catalysts: [N+](=O)([O-])[O-].[Ag+] (silver nitrate). Run in C(Cl)Cl (CH2Cl2), O (H2O). Conditions: temperature 40 celsius. Yields the product FC1=CC=CC(=N1)C=1N(C=CN1)CC=1N(C2=C(C(=NC=C2)C(C)=O)N1)CCC (1-(2-{[2-(6-fluoropyridin-2-yl)-1H-imidazol-1-yl]methyl}-1-propyl-1H-imidazo[4,5-c]pyridin-4-yl)ethanone). Reaction SMILES: [CH2:1]([N:4]1[C:8]2[CH:9]=[CH:10][N:11]=[CH:12][C:7]=2[N:6]=[C:5]1[CH2:13][N:14]1[CH:18]=[CH:17][N:16]=[C:15]1[C:19]1[N:24]=[C:23]([F:25])[CH:22]=[CH:21][CH:20]=1)[CH2:2][CH3:3].[C:26](O)(=O)[C:27](C)=[O:28].S(=O)(=O)(O)O.C(=O)(O)[O-].[Na+]>[N+]([O-])([O-])=O.[Ag+].C(Cl)Cl.O>[F:25][C:23]1[N:24]=[C:19]([C:15]2[N:14]([CH2:13][C:5]3[N:4]([CH2:1][CH2:2][CH3:3])[C:8]4[CH:9]=[CH:10][N:11]=[C:12]([C:27](=[O:28])[CH3:26])[C:7]=4[N:6]=3)[CH:18]=[CH:17][N:16]=2)[CH:20]=[CH:21][CH:22]=1 |f:3.4,5.6|. Reported procedure: To the mixture of H2O (5 mL) and CH2Cl2 (5 mL) is added 1-Propyl-2-{[2-(2-fluoropyrid-6-yl)-1H-imidazol-1-yl]methyl}-5-aza-1H-benzimidazole (168 mg, 0.5 mmol), pyruvic acid (132 mg, 1.5 mmol), silver nitrate (7 mg, 0.04 mmol), (NH4)2S2O8 (342 mg, 1.5 mmol), and sulfuric acid (98%, 100 mg, 1.0 mmol). The mixture is heated to 40° C. for 2 hr, then cooled to room temperature. The aqueous solution is neutralized to pH 8 with saturated sodium bicarbonate solution and extracted with CH2Cl2. The combin... Reactants: C([O-])([O-])=O.[Na+].[Na+] (Sodium carbonate), C(\C=C\C1=CC=CC=C1)O (trans-cinnamyl alcohol), S(=O)([O-])[O-].[Na+].[Na+] (sodium sulfite), C(C)(=O)OO (peracetic acid), C(C)(=O)OO (Peracetic acid). Run in C(Cl)Cl (methylene chloride), O (water). Conditions: temperature 17.5 celsius, time 2.5 hour. Product: O1C(CO)C1C1=CC=CC=C1 ((2RS,3RS)-2,3-Epoxy-3-phenylpropanol). RXN SMILES: C(=O)([O-])[O-:2].[Na+].[Na+].[CH2:7]([OH:16])/[CH:8]=[CH:9]/[C:10]1[CH:15]=[CH:14][CH:13]=[CH:12][CH:11]=1.C(OO)(=O)C.S([O-])([O-])=O.[Na+].[Na+]>O.C(Cl)Cl>[O:2]1[CH:9]([C:10]2[CH:15]=[CH:14][CH:13]=[CH:12][CH:11]=2)[CH:8]1[CH2:7][OH:16] |f:0.1.2,5.6.7|. Reported procedure: Sodium carbonate (224 g) and trans-cinnamyl alcohol (200.0 g) were mixed with 2 L of methylene chloride, a slow nitrogen sweep was maintained through the vapor space of the flask and the mixture was cooled to 15-20° C. with a cold water bath. Peracetic acid solution (35%, 381.2 mL) was added over a 3 hour period, maintaining the internal temperature below 25° C. After the peracetic acid addition was complete, the mixture was stirred for 2-3 hours until complete, as shown by HPLC analysis. The mi... Reactants: C[Mg+].[Br-] (MeMgBr), solution, C1(CCC1)N1CCN(CCC1)C(=O)N1CC(C1)OC=1C=CC(=NC1)C(=O)OCC (ethyl 5-({1-[(4-cyclobutyl-1,4-diazepan-1-yl)carbonyl]azetidin-3-yl}oxy)pyridine-2-carboxylate). The solvent is C(C)OCC (diethyl ether), C(C)OCC (diethyl ether). Yields the product C1(CCC1)N1CCN(CCC1)C(=O)N1CC(C1)OC=1C=CC(=NC1)C(C)(C)O (2-[5-({1-[(4-cyclobutyl-1,4-diazepan-1-yl)carbonyl]azetidin-3-yl}oxy)pyridin-2-yl]propan-2-ol), C1(CCC1)N1CCN(CCC1)C(=O)N1CC(C1)OC=1C=CC(=NC1)C(C)=O (1-[5-({1-[(4-cyclobutyl-1,4-diazepan-1-yl)carbonyl]azetidin-3-yl}oxy)pyridin-2-yl]ethanone). Yield: 1.0%. Reaction SMILES: [CH3:1][Mg+].[Br-].[CH:4]1([N:8]2[CH2:14][CH2:13][CH2:12][N:11]([C:15]([N:17]3[CH2:20][CH:19]([O:21][C:22]4[CH:23]=[CH:24][C:25]([C:28]([O:30]CC)=O)=[N:26][CH:27]=4)[CH2:18]3)=[O:16])[CH2:10][CH2:9]2)[CH2:7][CH2:6][CH2:5]1>C(OCC)C>[CH:4]1([N:8]2[CH2:14][CH2:13][CH2:12][N:11]([C:15]([N:17]3[CH2:18][CH:19]([O:21][C:22]4[CH:23]=[CH:24][C:25]([C:19]([OH:21])([CH3:20])[CH3:18])=[N:26][CH:27]=4)[CH2:20]3)=[O:16])[CH2:10][CH2:9]2)[CH2:7][CH2:6][CH2:5]1.[CH:4]1([N:8]2[CH2:14][CH2:13][CH2:12][N:11]([C:15]([N:17]3[CH2:18][CH:19]([O:21][C:22]4[CH:23]=[CH:24][C:25]([C:28](=[O:30])[CH3:1])=[N:26][CH:27]=4)[CH2:20]3)=[O:16])[CH2:10][CH2:9]2)[CH2:5][CH2:6][CH2:7]1 |f:0.1|. Reported procedure: MeMgBr (0.96 ml of a 3M solution in diethyl ether, 2.88 mmol) was added dropwise to a solution of ethyl 5-({1-[(4-cyclobutyl-1,4-diazepan-1-yl)carbonyl]azetidin-3-yl}oxy)pyridine-2-carboxylate (386 mg, 0.96 mmol) in diethyl ether (20 ml) at 0° C. The reaction was warmed to room temperature and after 1 hour was quenched and washed with water (2×20 ml), dried (MgSO4) and concentrated under reduced pressure. The crude material was purified by preparative HPLC to give the title compound (179 mg, 37%... Reactants: NC1=C(NC2=CC(=CC=C12)Cl)C(C1=CC(=CC=C1)C)=O (3-amino-6-chloro-2-(3-methylbenzoyl)indole), C(CCCC)(=O)Cl (valeryl chloride). Yields the product ClC1=CC=C2C(=C(NC2=C1)C(C1=CC(=CC=C1)C)=O)NC(CCCC)=O (6-Chloro-2-(3-methylbenzoyl)-3-(valerylamino)indole). RXN SMILES: [NH2:1][C:2]1[C:10]2[C:5](=[CH:6][C:7]([Cl:11])=[CH:8][CH:9]=2)[NH:4][C:3]=1[C:12](=[O:20])[C:13]1[CH:18]=[CH:17][CH:16]=[C:15]([CH3:19])[CH:14]=1.[C:21](Cl)(=[O:26])[CH2:22][CH2:23][CH2:24][CH3:25]>>[Cl:11][C:7]1[CH:6]=[C:5]2[C:10]([C:2]([NH:1][C:21](=[O:26])[CH2:22][CH2:23][CH2:24][CH3:25])=[C:3]([C:12](=[O:20])[C:13]3[CH:18]=[CH:17][CH:16]=[C:15]([CH3:19])[CH:14]=3)[NH:4]2)=[CH:9][CH:8]=1. Reported procedure: The title compound was prepared according to the procedure described in Example 19 employing 3-amino-6-chloro-2-(3-methylbenzoyl)indole (Example 21) and valeryl chloride. m.p.: 124-126° C. 1H-NMR (CDCl3) δ: 10.02 (1H, br s), 8.40-8.18 (2H, m), 7.62-7.54 (2H, m), 7.47-7.42 (2H, m), 7.28 (1H, s), 7.09 (1H, d, J=8.8 Hz), 2.55-2.45 (5H, m), 1.82-1.68 (2H, m), 1.52-1.38 (2H, m), 0.98 (3H, t, J=7.0 Hz) Yields the product C(C=C)OC1=C(C(=CC(=C1)Br)CC1=CC=C(C=C1)OC)Cl (1-(Allyloxy)-5-bromo-2-chloro-3-(4-methoxybenzyl)benzene). The reactants are BrC=1C=C(C(=C(C1)CC1=CC=C(C=C1)OCC)Cl)OC (5-Bromo-2-chloro-1-(4-ethoxybenzyl)-3-methoxybenzene), C(C=C)OC=1C(=C(C=C(C1)Br)C(=O)C1=CC=C(C=C1)OC)Cl ((3-(Allyloxy)-5-bromo-2-chlorophenyl)(4-methoxyphenyl)methanone). Procedure: Similar procedure with preparation of 74 proceeded except for using compound 183 to obtain the compound 184. Reaction SMILES: BrC1C=C(OC)C(Cl)=C(CC2C=CC(OCC)=CC=2)C=1.[CH2:21]([O:24][C:25]1[C:26]([Cl:42])=[C:27]([C:32]([C:34]2[CH:39]=[CH:38][C:37]([O:40][CH3:41])=[CH:36][CH:35]=2)=O)[CH:28]=[C:29]([Br:31])[CH:30]=1)[CH:22]=[CH2:23]>>[CH2:21]([O:24][C:25]1[CH:30]=[C:29]([Br:31])[CH:28]=[C:27]([CH2:32][C:34]2[CH:39]=[CH:38][C:37]([O:40][CH3:41])=[CH:36][CH:35]=2)[C:26]=1[Cl:42])[CH:22]=[CH2:23]. Starting materials: O=C([O-])[O-], CN(C)C=O, O=C(NC1CC1)c1ccc(OC(c2ccccc2)(c2ccccc2)c2ccccc2)cc1O, [Cs+], [Cs+], O=[N+]([O-])c1cccc(S(=O)(=O)OCC2CO2)c1. The product is O=C(NC1CC1)c1ccc(OC(c2ccccc2)(c2ccccc2)c2ccccc2)cc1OCC1CO1. As a reaction SMILES: [C:51](=[O:52])([O-:53])[O-:54].[CH3:57][N:58]([CH3:59])[CH:60]=[O:61].[CH:18]1([NH:21][C:22]([c:23]2[c:24]([OH:49])[cH:25][c:26]([O:29][C:30]([c:31]3[cH:32][cH:33][cH:34][cH:35][cH:36]3)([c:37]3[cH:38][cH:39][cH:40][cH:41][cH:42]3)[c:43]3[cH:44][cH:45][cH:46][cH:47][cH:48]3)[cH:27][cH:28]2)=[O:50])[CH2:19][CH2:20]1.[Cs+:55].[Cs+:56].[O:1]1[CH:2]([CH2:4][O:5][S:6]([c:7]2[cH:8][cH:9][cH:10][c:11]([N+:12]([O-:13])=[O:14])[cH:15]2)(=[O:16])=[O:17])[CH2:3]1>>[O:1]1[CH:2]([CH2:4][O:49][c:24]2[c:23]([C:22]([NH:21][CH:18]3[CH2:19][CH2:20]3)=[O:50])[cH:28][cH:27][c:26]([O:29][C:30]([c:31]3[cH:32][cH:33][cH:34][cH:35][cH:36]3)([c:37]3[cH:38][cH:39][cH:40][cH:41][cH:42]3)[c:43]3[cH:44][cH:45][cH:46][cH:47][cH:48]3)[cH:25]2)[CH2:3]1.